This data is from the Open Reaction Database (ORD), a public repository of structured organic reaction records. The task is: describe an organic reaction: reactants, conditions, products, and yield Starting materials: C[Si](C)(C)Cl (trimethylsilyl chloride), S(=S)(=O)([O-])[O-].[Na+].[Na+] (sodium thiosulfate), [I-].[Na+] (Sodium iodide), COC(CCCCC1C2CC(CC2CC1)=O)CC (2-(5-methoxyhept-1-yl)bicyclo[3.3.0]octan-7-one). Run in C(C)#N (acetonitrile), O (water). Run at time 7.5 hour. Yields the product OC(CCCCC1C2CC(CC2CC1)=O)CC (2-(5-hydroxyhept-1-yl)bicyclo[3.3.0]octan-7-one). Reaction SMILES: [I-].[Na+].C[O:4][CH:5]([CH2:19][CH3:20])[CH2:6][CH2:7][CH2:8][CH2:9][CH:10]1[CH2:17][CH2:16][CH:15]2[CH:11]1[CH2:12][C:13](=[O:18])[CH2:14]2.C[Si](Cl)(C)C.S([O-])([O-])(=O)=S.[Na+].[Na+]>C(#N)C.O>[OH:4][CH:5]([CH2:19][CH3:20])[CH2:6][CH2:7][CH2:8][CH2:9][CH:10]1[CH2:17][CH2:16][CH:15]2[CH:11]1[CH2:12][C:13](=[O:18])[CH2:14]2 |f:0.1,4.5.6|. Procedure details: Sodium iodide (3 g) is added to a solution of 1 g of 2-(5-methoxyhept-1-yl)bicyclo[3.3.0]octan-7-one {hexahydro-4-(5-methoxyheptyl)-2(1H)-pentalenone} in 20 ml of acetonitrile. The resultant red solution is stirred at room temperature and 2.5 ml of trimethylsilyl chloride is added. After 7.5 hours, water is added, followed by a saturated aqueous sodium thiosulfate solution. The solvent is removed under vacuum, leaving a light yellow oil. Chromatography on silica gel leaves pure 2-(5-hydroxyhept-... Starting materials: FC=1C=CC(=C(C1)C1=C2C(=NC=C1)NC(=C2)C2CN(CCC2)CCCNC(OCC2=CC=CC=C2)=O)OC (benzyl (3-{3-[4-(5-fluoro-2-methoxyphenyl)-1H-pyrrolo[2,3-b]pyridin-2-yl]piperidin-1-yl}propyl)carbamate), [H][H] (hydrogen). The reagents and catalysts are [OH-].[OH-].[Pd+2] (palladium hydroxide on carbon). The solvent is O1CCCC1 (tetrahydrofuran), CO (methanol). Yields the product FC=1C=CC(=C(C1)C1=C2C(=NC=C1)NC(=C2)C2CN(CCC2)CCCN)OC (3-{3-[4-(5-fluoro-2-methoxyphenyl)-1H-pyrrolo[2,3-b]pyridin-2-yl]piperidin-1-yl}propan-1-amine). RXN SMILES: [F:1][C:2]1[CH:3]=[CH:4][C:5]([O:37][CH3:38])=[C:6]([C:8]2[CH:13]=[CH:12][N:11]=[C:10]3[NH:14][C:15]([CH:17]4[CH2:22][CH2:21][CH2:20][N:19]([CH2:23][CH2:24][CH2:25][NH:26]C(=O)OCC5C=CC=CC=5)[CH2:18]4)=[CH:16][C:9]=23)[CH:7]=1.[H][H]>O1CCCC1.CO.[OH-].[OH-].[Pd+2]>[F:1][C:2]1[CH:3]=[CH:4][C:5]([O:37][CH3:38])=[C:6]([C:8]2[CH:13]=[CH:12][N:11]=[C:10]3[NH:14][C:15]([CH:17]4[CH2:22][CH2:21][CH2:20][N:19]([CH2:23][CH2:24][CH2:25][NH2:26])[CH2:18]4)=[CH:16][C:9]=23)[CH:7]=1 |f:4.5.6|. Procedure: To a solution of Example 127 (100 mg, 0.194 mmol) in tetrahydrofuran (20 mL) and methanol (10 mL) was added 20% palladium hydroxide on carbon (wet, 20 mg, 0.015 mmol). The mixture was heated under 50 psi hydrogen at 45° C. for 3 hours and cooled. The insoluble material was filtered off and the filtrate was concentrated. The residue was purified by reverse phase HPLC, and was eluted with 10-70% acetonitrile in 0.1% trifluoroacetic acid/water to afford the title compound. LCMS: 383.23 (M+H)+. 1H N... Starting materials: COc1cc(O)ccc1-c1nc2ncc(C)cc2[nH]1, CS(=O)(=O)O, [Cl-]. The product is COc1cc(OS(C)(=O)=O)ccc1-c1nc2ncc(C)cc2[nH]1. Reaction SMILES: [CH3:1][c:2]1[cH:3][c:4]2[c:5]([n:6][cH:7]1)[n:8][c:9](-[c:11]1[c:12]([O:18][CH3:19])[cH:13][c:14]([OH:17])[cH:15][cH:16]1)[nH:10]2.[CH3:21][S:22](=[O:23])(=[O:24])[OH:25].[Cl-:20]>>[CH3:1][c:2]1[cH:3][c:4]2[c:5]([n:6][cH:7]1)[n:8][c:9](-[c:11]1[c:12]([O:18][CH3:19])[cH:13][c:14]([O:17][S:22]([CH3:21])(=[O:23])=[O:24])[cH:15][cH:16]1)[nH:10]2.